From a dataset of the Open Reaction Database (ORD), a public repository of structured organic reaction records. describe an organic reaction: reactants, conditions, products, and yield Starting materials: O=C([O-])[O-], CS(C)=O, [Cs+], [Cs+], Fc1ncccc1N1CCOCC1, Nc1ccc(O)cc1. The product is Nc1ccc(Oc2ncccc2N2CCOCC2)cc1. RXN SMILES: [C:22](=[O:23])([O-:24])[O-:25].[CH3:28][S:29]([CH3:30])=[O:31].[Cs+:26].[Cs+:27].[F:1][c:2]1[n:3][cH:4][cH:5][cH:6][c:7]1[N:8]1[CH2:9][CH2:10][O:11][CH2:12][CH2:13]1.[NH2:14][c:15]1[cH:16][cH:17][c:18]([OH:19])[cH:20][cH:21]1>>[c:2]1([O:19][c:18]2[cH:17][cH:16][c:15]([NH2:14])[cH:21][cH:20]2)[n:3][cH:4][cH:5][cH:6][c:7]1[N:8]1[CH2:9][CH2:10][O:11][CH2:12][CH2:13]1. Starting materials: CCC(Br)CC, O=C([O-])[O-], [K+], [K+], O=[N+]([O-])c1ccc(N2CCNCC2)nc1, CN(C)C=O. Product: CCC(CC)N1CCN(c2ccc([N+](=O)[O-])cn2)CC1. As a reaction SMILES: [Br:22][CH:23]([CH2:24][CH3:25])[CH2:26][CH3:27].[C:16](=[O:17])([O-:18])[O-:19].[K+:20].[K+:21].[N+:1](=[O:2])([O-:3])[c:4]1[cH:5][cH:6][c:7]([N:10]2[CH2:11][CH2:12][NH:13][CH2:14][CH2:15]2)[n:8][cH:9]1.[O:28]=[CH:29][N:30]([CH3:31])[CH3:32]>>[N+:1](=[O:2])([O-:3])[c:4]1[cH:5][cH:6][c:7]([N:10]2[CH2:11][CH2:12][N:13]([CH:23]([CH2:24][CH3:25])[CH2:26][CH3:27])[CH2:14][CH2:15]2)[n:8][cH:9]1.